describe an organic reaction: reactants, conditions, products, and yield From a dataset of the Open Reaction Database (ORD), a public repository of structured organic reaction records. Starting materials: O=C([O-])O, C=CCCCO, C[Si](C)(C)Oc1ccc(-c2ccc(Br)cc2)nc1, CN1CCCC1=O, [Na+], CC(=O)[O-], CC(=O)[O-], [Pd+2], c1ccc(P(c2ccccc2)c2ccccc2)cc1. Yields the product C[Si](C)(C)Oc1ccc(-c2ccc(C=CCCCO)cc2)nc1. RXN SMILES: [C:25](=[O:26])([OH:27])[O-:28].[CH2:19]([CH2:20][CH2:21][CH:22]=[CH2:23])[OH:24].[CH3:1][Si:2]([O:3][c:4]1[cH:5][cH:6][c:7](-[c:10]2[cH:11][cH:12][c:13]([Br:16])[cH:14][cH:15]2)[n:8][cH:9]1)([CH3:17])[CH3:18].[CH3:58][N:59]1[CH2:60][CH2:61][CH2:62][C:63]1=[O:64].[Na+:29].[O-:50][C:51]([CH3:52])=[O:53].[O-:54][C:55]([CH3:56])=[O:57].[Pd+2:49].[c:30]1([P:31]([c:32]2[cH:33][cH:34][cH:35][cH:36][cH:37]2)[c:38]2[cH:39][cH:40][cH:41][cH:42][cH:43]2)[cH:44][cH:45][cH:46][cH:47][cH:48]1>>[CH3:1][Si:2]([O:3][c:4]1[cH:5][cH:6][c:7](-[c:10]2[cH:11][cH:12][c:13]([CH:23]=[CH:22][CH2:21][CH2:20][CH2:19][OH:24])[cH:14][cH:15]2)[n:8][cH:9]1)([CH3:17])[CH3:18]. Starting materials: CI (Methyl iodide), C(C)(C)(C)OC(NC1=NC(=C(C=C1)Br)[N+](=O)[O-])=O ((5-Bromo-6-nitro-pyridin-2-yl)-carbamic acid tert-butyl ester), C1CCC2=NCCCN2CC1 (DBU). Run in CN(C)C=O (DMF). Conditions: temperature 0 celsius, time 3 hour. The product is BrC=1C=CC(=NC1[N+](=O)[O-])N(C(O)=O)C ((5-bromo-6-nitro-pyridin-2-yl)-methyl-carbamic acid), C(C)(C)(C)OC(N(C)C1=NC(=C(C=C1)Br)[N+](=O)[O-])=O ((5-Bromo-6-nitro-pyridin-2-yl)-methyl-carbamic acid tert-butyl ester). Isolated yield 70.7%. RXN SMILES: [C:1]([O:5][C:6](=[O:18])[NH:7][C:8]1[CH:13]=[CH:12][C:11]([Br:14])=[C:10]([N+:15]([O-:17])=[O:16])[N:9]=1)([CH3:4])([CH3:3])[CH3:2].[CH2:19]1CCN2C(=NCCC2)CC1.CI>CN(C=O)C>[Br:14][C:11]1[CH:12]=[CH:13][C:8]([N:7]([CH3:19])[C:6](=[O:18])[OH:5])=[N:9][C:10]=1[N+:15]([O-:17])=[O:16].[C:1]([O:5][C:6](=[O:18])[N:7]([C:8]1[CH:13]=[CH:12][C:11]([Br:14])=[C:10]([N+:15]([O-:17])=[O:16])[N:9]=1)[CH3:19])([CH3:4])([CH3:2])[CH3:3]. Reported procedure: To a solution of (5-bromo-6-nitro-pyridin-2-yl)-carbamic acid tert-butyl ester (11) (4.2 g, 13.2 mmol) in dry DMF (21 mL), DBU (5.02 g, 33.0 mmol)! was added at 0° C. Methyl iodide (3.75 g, 26.4 mmol) was added slowly at 0° C. After stirring for 3 hours at 0° C. the reaction mixture was quenched and the product was precipitated upon addition of aqueous NaHSO4(1M). The crude product was isolated by filtration and purified by recrystallisation from a mixture of MeCN and water to afford (5-bromo-6-... Starting materials: C(C)OC(C(C1=NC=CC=C1)NC(=O)OC)=O (Methoxycarbonylamino-pyridin-2-yl-acetic acid ethyl ester), [Li+].[OH-] (LiOH). Solvent: C1CCOC1 (THF), CO (MeOH), C(Cl)Cl (CH2Cl2). Reaction conditions: time 1.5 hour. Product: COC(=O)NC(C(=O)O)C1=NC=CC=C1 (Methoxycarbonylamino-pyridin-2-yl-acetic acid). Reaction SMILES: C([O:3][C:4](=[O:17])[CH:5]([NH:12][C:13]([O:15][CH3:16])=[O:14])[C:6]1[CH:11]=[CH:10][CH:9]=[CH:8][N:7]=1)C.[Li+].[OH-]>C1COCC1.CO.C(Cl)Cl>[CH3:16][O:15][C:13]([NH:12][CH:5]([C:6]1[CH:11]=[CH:10][CH:9]=[CH:8][N:7]=1)[C:4]([OH:17])=[O:3])=[O:14] |f:1.2|. Reported procedure: To a solution of Methoxycarbonylamino-pyridin-2-yl-acetic acid ethyl ester (0.26 g, 1.1 mmol) in THF (6.0 mL) and MeOH (2.0 mL) was added aqueous LiOH (2.5 M, 2.2 mL, 5.5 mmol). The solution was stirred at room temperature for 1.5 h. The reaction was diluted with CH2Cl2 and washed with aqueous ammonium chloride and brine. The aqueous layers were combined and concentrated. The resulting solid was triterated with MeOH and filtered. The filtrated was concentrated and triterated a second time with M... Starting materials: Cl (HCl), C1=C2C(=C3N(C2=CC=C1)CCCCC3)C(=O)OCC (ethyl 7,8,9,10-tetrahydro-6H-azepino[1,2-a]indole-11-carboxylate), [OH-].[Na+] (sodium hydroxide), 3d. Yields the product C1=C2C(=C3N(C2=CC=C1)CCCCC3)C(=O)O (7,8,9,10-tetrahydro-6H-azepino[1,2-a]indole-11-carboxylic acid). Reaction SMILES: [CH:1]1[CH:9]=[CH:8][CH:7]=[C:6]2[C:2]=1[C:3]([C:15]([O:17]CC)=[O:16])=[C:4]1[CH2:14][CH2:13][CH2:12][CH2:11][CH2:10][N:5]12.[OH-].[Na+].Cl>>[CH:1]1[CH:9]=[CH:8][CH:7]=[C:6]2[C:2]=1[C:3]([C:15]([OH:17])=[O:16])=[C:4]1[CH2:14][CH2:13][CH2:12][CH2:11][CH2:10][N:5]12 |f:1.2|. Procedure: The title compound (D5) was prepared from ethyl 7,8,9,10-tetrahydro-6H-azepino[1,2-a]indole-11-carboxylate by hydrolysis with sodium hydroxide as in the method of Description 3d. After 4 hours heating under reflux, the mixture was acidified with 5M HCl acid and the white solid formed filtered off and dried (82%). The reactants are C(=O)(O)[O-].[Na+] (NaHCO3), COC(=O)C=1SC(=CC1N(C(=O)[C@@H]1CC[C@H](CC1)C)C(CO)CO)Br (5-bromo-3-[(2-hydroxy-1-hydroxymethyl-ethyl)-(trans-4-methyl-cyclohexanecarbonyl)-amino]-thiophene-2-carboxylic acid methyl ester), C=O (paraformaldehyde), boron trifluoride-diethyl. Run in O1CCOCC1 (dioxane). Reaction conditions: temperature 80 celsius, time 14 minute. Yields the product COC(=O)C=1SC(=CC1N(C(=O)[C@@H]1CC[C@H](CC1)C)C1COCOC1)Br (5-bromo-3-[[1,3]dioxan-5-yl-(trans-4-methyl-cyclohexanecarbonyl)-amino]-thiophene-2-carboxylic acid methyl ester). As a reaction SMILES: [CH3:1][O:2][C:3]([C:5]1[S:6][C:7]([Br:25])=[CH:8][C:9]=1[N:10]([CH:20]([CH2:23][OH:24])[CH2:21][OH:22])[C:11]([C@H:13]1[CH2:18][CH2:17][C@H:16]([CH3:19])[CH2:15][CH2:14]1)=[O:12])=[O:4].C=O.[C:28]([O-])(O)=O.[Na+]>O1CCOCC1>[CH3:1][O:2][C:3]([C:5]1[S:6][C:7]([Br:25])=[CH:8][C:9]=1[N:10]([CH:20]1[CH2:23][O:24][CH2:28][O:22][CH2:21]1)[C:11]([C@H:13]1[CH2:18][CH2:17][C@H:16]([CH3:19])[CH2:15][CH2:14]1)=[O:12])=[O:4] |f:2.3|. Reported procedure: A mixture of 5-bromo-3-[(2-hydroxy-1-hydroxymethyl-ethyl)-(trans-4-methyl-cyclohexanecarbonyl)-amino]-thiophene-2-carboxylic acid methyl ester (18 mg, 0.041 mmol), paraformaldehyde (6 mg) and boron trifluoride-diethyl etherate (15 μl, 0.12 mmol) in dry dioxane (0.6 mL) was stirred at 80° C. for 14 min. It was cooled and added to ice and NaHCO3 solution mixture, extracted with ethyl acetate, washed with brine, dried and evaporated. Pure 5-bromo-3-[[1,3]dioxan-5-yl-(trans-4-methyl-cyclohexanecarbo... The reactants are BrC1=C(C(=C(C=C1)C1=CC(=CC(=C1)OC)OC)N)N (4-bromo-3′,5′-dimethoxy-biphenyl-2,3-diamine), CC(C(C)=O)=O (2,3-butanedione), CC(C(C)=O)=O (2,3-butanedione). Run in CCO (EtOH). Yields the product BrC1=C2N=C(C(=NC2=C(C=C1)C1=CC(=CC(=C1)OC)OC)C)C (5-Bromo-8-(3,5-dimethoxy-phenyl)-2,3-dimethyl-quinoxaline). Yield: 83.5%. RXN SMILES: [Br:1][C:2]1[CH:7]=[CH:6][C:5]([C:8]2[CH:13]=[C:12]([O:14][CH3:15])[CH:11]=[C:10]([O:16][CH3:17])[CH:9]=2)=[C:4]([NH2:18])[C:3]=1[NH2:19].[CH3:20][C:21](=O)[C:22](=O)[CH3:23]>CCO>[Br:1][C:2]1[CH:7]=[CH:6][C:5]([C:8]2[CH:9]=[C:10]([O:16][CH3:17])[CH:11]=[C:12]([O:14][CH3:15])[CH:13]=2)=[C:4]2[C:3]=1[N:19]=[C:21]([CH3:20])[C:22]([CH3:23])=[N:18]2. Procedure details: A mixture of 4-bromo-3′,5′-dimethoxy-biphenyl-2,3-diamine (Step 85.7) (3 g, 9.3 mmol) and 2,3-butanedione (1 mL, 11.1 mmol, 1.2 equiv) in EtOH (60 mL) was stirred at reflux for 2 h, allowed to cool to rt and stirred for 16 h. Additional 2,3-butanedione (0.4 ml) was added. The reaction mixture was stirred at reflux for 2 h, allowed to cool and concentrated to half of the initial volume. The resulting yellow precipitate was collected vacuum filtration providing 2.9 g of the title compound: ES-MS: ... Starting materials: COc1ccc(P2(=S)SP(=S)(c3ccc(OC)cc3)S2)cc1, Cc1cc(C(N)=O)no1, Cc1ccccc1. Product: Cc1cc(C(N)=S)no1. As a reaction SMILES: [CH3:10][O:11][c:12]1[cH:13][cH:14][c:15]([P:16]2(=[S:19])[S:17][P:18]([c:20]3[cH:21][cH:22][c:23]([O:24][CH3:25])[cH:26][cH:27]3)(=[S:28])[S:29]2)[cH:30][cH:31]1.[CH3:1][c:2]1[cH:3][c:4]([C:7](=[O:8])[NH2:9])[n:5][o:6]1.[CH3:32][c:33]1[cH:34][cH:35][cH:36][cH:37][cH:38]1>>[CH3:1][c:2]1[cH:3][c:4]([C:7]([NH2:9])=[S:19])[n:5][o:6]1. The reactants are O=C(c1ccccc1)c1cc(Br)ccc1F, COCCOC, CC1(C)OB(c2ccc3[nH]ncc3c2)OC1(C)C, CCO, [Na+], [Na+], O=C([O-])[O-]. Yields the product O=C(c1ccccc1)c1cc(-c2ccc3[nH]ncc3c2)ccc1F. As a reaction SMILES: [Br:1][c:2]1[cH:3][cH:4][c:5]([F:16])[c:6]([C:8](=[O:9])[c:10]2[cH:11][cH:12][cH:13][cH:14][cH:15]2)[cH:7]1.[CH2:35]([CH2:36][O:37][CH3:38])[O:39][CH3:40].[CH3:17][C:18]1([CH3:19])[C:20]([CH3:21])([CH3:22])[O:23][B:24]([c:25]2[cH:26][c:27]3[cH:28][n:29][nH:30][c:31]3[cH:32][cH:33]2)[O:34]1.[CH3:47][CH2:48][OH:49].[Na+:41].[Na+:42].[O-:43][C:44](=[O:45])[O-:46]>>[c:2]1(-[c:25]2[cH:26][c:27]3[cH:28][n:29][nH:30][c:31]3[cH:32][cH:33]2)[cH:3][cH:4][c:5]([F:16])[c:6]([C:8](=[O:9])[c:10]2[cH:11][cH:12][cH:13][cH:14][cH:15]2)[cH:7]1. The reactants are CN(C)C=O, O=C1CCC(c2c[nH]c3ccc(F)cc23)C1, [H-], CI, [Na+], O. The product is Cn1cc(C2CCC(=O)C2)c2cc(F)ccc21. RXN SMILES: [CH3:22][N:23]([CH3:24])[CH:25]=[O:26].[F:3][c:4]1[cH:5][c:6]2[c:7]([CH:13]3[CH2:14][C:15](=[O:18])[CH2:16][CH2:17]3)[cH:8][nH:9][c:10]2[cH:11][cH:12]1.[H-:1].[I:19][CH3:20].[Na+:2].[OH2:21]>>[F:3][c:4]1[cH:5][c:6]2[c:7]([CH:13]3[CH2:14][C:15](=[O:18])[CH2:16][CH2:17]3)[cH:8][n:9]([CH3:20])[c:10]2[cH:11][cH:12]1. Reactants: CC(=O)c1ccc(B(O)O)cc1, O=C([O-])[O-], CCCO, Cc1ccccc1, CC(C)CC(NC(c1ccc(Cl)nc1)C(F)(F)F)C(=O)NC1(C#N)CC1, [Na+], [Na+], c1ccc(P(c2ccccc2)(c2ccccc2)[Pd](P(c2ccccc2)(c2ccccc2)c2ccccc2)(P(c2ccccc2)(c2ccccc2)c2ccccc2)P(c2ccccc2)(c2ccccc2)c2ccccc2)cc1. Yields the product CC(=O)c1ccc(-c2ccc(C(NC(CC(C)C)C(=O)NC3(C#N)CC3)C(F)(F)F)cn2)cc1. RXN SMILES: [C:27]([CH3:28])(=[O:29])[c:30]1[cH:31][cH:32][c:33]([B:36]([OH:37])[OH:38])[cH:34][cH:35]1.[C:39](=[O:40])([O-:41])[O-:42].[CH2:52]([OH:53])[CH2:54][CH3:55].[CH3:45][c:46]1[cH:47][cH:48][cH:49][cH:50][cH:51]1.[Cl:1][c:2]1[cH:3][cH:4][c:5]([CH:8]([C:9]([F:10])([F:11])[F:12])[NH:13][CH:14]([CH2:15][CH:16]([CH3:17])[CH3:18])[C:19](=[O:20])[NH:21][C:22]2([C:25]#[N:26])[CH2:23][CH2:24]2)[cH:6][n:7]1.[Na+:43].[Na+:44].[cH:56]1[cH:57][cH:58][c:59]([P:60]([Pd:61]([P:62]([c:63]2[cH:64][cH:65][cH:66][cH:67][cH:68]2)([c:69]2[cH:70][cH:71][cH:72][cH:73][cH:74]2)[c:75]2[cH:76][cH:77][cH:78][cH:79][cH:80]2)([P:81]([c:82]2[cH:83][cH:84][cH:85][cH:86][cH:87]2)([c:88]2[cH:89][cH:90][cH:91][cH:92][cH:93]2)[c:94]2[cH:95][cH:96][cH:97][cH:98][cH:99]2)[P:100]([c:101]2[cH:102][cH:103][cH:104][cH:105][cH:106]2)([c:107]2[cH:108][cH:109][cH:110][cH:111][cH:112]2)[c:113]2[cH:114][cH:115][cH:116][cH:117][cH:118]2)([c:119]2[cH:120][cH:121][cH:122][cH:123][cH:124]2)[c:125]2[cH:126][cH:127][cH:128][cH:129][cH:130]2)[cH:131][cH:132]1>>[c:2]1(-[c:33]2[cH:32][cH:31][c:30]([C:27]([CH3:28])=[O:29])[cH:35][cH:34]2)[cH:3][cH:4][c:5]([CH:8]([C:9]([F:10])([F:11])[F:12])[NH:13][CH:14]([CH2:15][CH:16]([CH3:17])[CH3:18])[C:19](=[O:20])[NH:21][C:22]2([C:25]#[N:26])[CH2:23][CH2:24]2)[cH:6][n:7]1.